From a dataset of the Open Reaction Database (ORD), a public repository of structured organic reaction records. describe an organic reaction: reactants, conditions, products, and yield Starting materials: BrC=1C=CC2=C(N=C(O2)C=2C=C3C=CC=NC3=CC2)C1 (5-Bromo-2-(quinolin-6-yl)benzo[d]oxazole), C1(=CC(=CC=C1)B(O)O)B(O)O (1,3-phenylenediboronic acid), COC=1C=CC=C(C1C=2C=CC=CC2P(C3CCCCC3)C4CCCCC4)OC (s-Phos), P(=O)([O-])([O-])[O-].[K+].[K+].[K+] (tripotassium phosphate), P(=O)([O-])([O-])[O-].[K+].[K+].[K+] (Tripotassium phosphate). The reagents and catalysts are CC(=O)[O-].CC(=O)[O-].[Pd+2] (Pd(OAc)2). Run in O1CCOCC1 (1,4-dioxane), O1CCOCC1 (1,4-dioxane), O (water). Reaction conditions: temperature 90 celsius, time 5 day. Yields the product N1=CC=CC2=CC(=CC=C12)C=1OC2=C(N1)C=C(C=C2)C2=CC(=CC=C2)C=2C=CC1=C(N=C(O1)C=1C=C3C=CC=NC3=CC1)C2 (1,3-Bis(2-(quinolin-6-yl)benzo[d]oxazol-5-yl)benzene). RXN SMILES: CO[C:3]1[CH:4]=[CH:5][CH:6]=[C:7](OC)[C:8]=1[C:9]1[CH:10]=[CH:11][CH:12]=[CH:13][C:14]=1P(C1CCCCC1)C1CCCCC1.P([O-])([O-])([O-])=O.[K+].[K+].[K+].Br[C:39]1[CH:40]=[CH:41][C:42]2[O:46][C:45]([C:47]3[CH:48]=[C:49]4[C:54](=[CH:55][CH:56]=3)[N:53]=[CH:52][CH:51]=[CH:50]4)=[N:44][C:43]=2[CH:57]=1.[C:58]1(B(O)O)[CH:63]=[CH:62][CH:61]=[C:60](B(O)O)[CH:59]=1>O1CCOCC1.CC([O-])=O.CC([O-])=O.[Pd+2].O>[N:53]1[C:54]2[C:49](=[CH:48][C:47]([C:45]3[O:46][C:42]4[CH:41]=[CH:40][C:39]([C:11]5[CH:12]=[CH:13][CH:14]=[C:9]([C:8]6[CH:3]=[CH:4][C:5]7[O:46][C:45]([C:60]8[CH:59]=[C:58]9[C:63](=[CH:62][CH:61]=8)[N:53]=[CH:52][CH:51]=[CH:50]9)=[N:44][C:6]=7[CH:7]=6)[CH:10]=5)=[CH:57][C:43]=4[N:44]=3)=[CH:56][CH:55]=2)[CH:50]=[CH:51][CH:52]=1 |f:1.2.3.4,8.9.10|. Procedure details: Inside a glove box, Pd(OAc)2 (17.3 mg, 76.9 μmol) and s-Phos [2-dicyclohexylphosphino-2′,6′-dimethoxybiphenyl, available from Aldrich] (63.1 mg, 154 μmol) were dissolved in 1,4-dioxane (1 mL). Tripotassium phosphate (9.79 g, 46.1 mmol, 3 eq) was weighed into a 20 mL vial, and 8.59 mL of water was added. 5-Bromo-2-(quinolin-6-yl)benzo[d]oxazole (Precursor 3, 5.00 g, 15.38 mmol) and 1,3-phenylenediboronic acid (1.21 g, 7.30 mmol, 0.475 eq) were dissolved in 55 mL of 1,4-dioxane, and the aqueous tr...